Dataset: the Open Reaction Database (ORD), a public repository of structured organic reaction records. Task: describe an organic reaction: reactants, conditions, products, and yield Reactants: CC=1C=C(OCC(=O)Cl)C=C(C1)C (3,5-dimethylphenoxyacetyl chloride), N[C@@H](CCC(=O)O)C(=O)O (L-Glutamic acid), C([O-])([O-])=O.[Na+].[Na+] (sodium carbonate), C([O-])([O-])=O.[Na+].[Na+] (sodium carbonate). The solvent is C(C)#N (acetonitrile), C(C)#N (acetonitrile). Reaction conditions: time 2 hour. The product is CC=1C=C(OCC(=O)N[C@@H](CCC(=O)O)C(=O)O)C=C(C1)C (N-(3,5-Dimethylphenoxyacetyl)-L-glutamic acid). Reaction SMILES: [NH2:1][C@H:2]([C:8]([OH:10])=[O:9])[CH2:3][CH2:4][C:5]([OH:7])=[O:6].C(=O)([O-])[O-].[Na+].[Na+].[CH3:17][C:18]1[CH:19]=[C:20]([CH:26]=[C:27]([CH3:29])[CH:28]=1)[O:21][CH2:22][C:23](Cl)=[O:24]>C(#N)C>[CH3:17][C:18]1[CH:19]=[C:20]([CH:26]=[C:27]([CH3:29])[CH:28]=1)[O:21][CH2:22][C:23]([NH:1][C@H:2]([C:8]([OH:10])=[O:9])[CH2:3][CH2:4][C:5]([OH:7])=[O:6])=[O:24] |f:1.2.3|. Reported procedure: To a solution of 3,5-dimethylphenoxyacetic acid (9.0 g, 50 mmole) in benzene (100 mL) was added thionyl chloride (10.89 mL). The resulting mixture was refluxed for 2 hr, then the benzene was removed by distillation. The residual material was dried in vacuo to give 3,5-dimethylphenoxyacetyl chloride, which was dissolved in 20 ml of acetonitrile and used in situ. L-Glutamic acid (8.8 g, 60 mmole) was dissolved in a solution of sodium carbonate (12.72 g, 150 mL, 120 mmole) and the 3,5-dimethylpheno... Starting materials: ( H ), C(C)(=O)NC1=C(C=C2C(=C1)OCO2)C(CCl)=O (2'-Acetylamino-4',5'-methylenedioxy-2-chloroacetophenone), ( B ), CNC (dimethylamine). Product: C(C)(=O)NC1=C(C=C2C(=C1)OCO2)C(CN(C)C)=O (2'-acetylamino-4',5'-methylenedioxy-2-dimethylaminoacetophenone). Reaction SMILES: [C:1]([NH:4][C:5]1[CH:10]=[C:9]2[O:11][CH2:12][O:13][C:8]2=[CH:7][C:6]=1[C:14](=[O:17])[CH2:15]Cl)(=[O:3])[CH3:2].[CH3:18][NH:19][CH3:20]>>[C:1]([NH:4][C:5]1[CH:10]=[C:9]2[O:11][CH2:12][O:13][C:8]2=[CH:7][C:6]=1[C:14](=[O:17])[CH2:15][N:19]([CH3:20])[CH3:18])(=[O:3])[CH3:2]. Procedure details: 2'-Acetylamino-4',5'-methylenedioxy-2-chloroacetophenone, prepared in Example 1, part (B), is reacted with an excess of dimethylamine under similar conditions as taught in Example 1, part (H), to yield 2'-acetylamino-4',5'-methylenedioxy-2-dimethylaminoacetophenone which is turn is deprotected by the procedure of Example 1, part (E), to yield 2'-amino-4',5'-methylenedioxy-2-dimethylaminoacetophenone. Starting materials: N(C(=O)C)C1=CC=C(C=C1)O (p-Acetaminophenol), [OH-].[Na+] (sodium hydroxide), [O-2].[Al+3].[O-2].[O-2].[Al+3] (aluminum oxide), C(=O)=O (CO2). Run at temperature 170 celsius. Yields the product NC1=CC=C(C(C(=O)O)=C1)O (5-aminosalicylic acid). The yield is 75.0%. Reaction SMILES: [NH:1]([C:5]1[CH:10]=[CH:9][C:8]([OH:11])=[CH:7][CH:6]=1)C(C)=O.[OH-].[Na+].[O-2].[Al+3].[O-2].[O-2].[Al+3].[C:19](=[O:21])=[O:20]>>[NH2:1][C:5]1[CH:6]=[C:7]([C:19]([OH:21])=[O:20])[C:8]([OH:11])=[CH:9][CH:10]=1 |f:1.2,3.4.5.6.7|. Reported procedure: p-Acetaminophenol 15 g, sodium hydroxide 22.5 g, and aluminum oxide 15 g were added into a 500 ml autoclave, and CO2 was introduced to perform a carboxylation reaction under a reaction pressure of 3.0 MPa and heated to 170° C., maintained for 3 hours, then the reaction was terminated, cooled to 80° C., and 1500 ml distilled water was added to dissolve sodium 5-aminosalicylate. After decolorization, the aqueous phase was acidified with 20˜30% nitric acid until pH=4, cooled and then filtered to ob... Reactants: O=C([O-])[O-], CCCCCCI, CCOC(C)=O, COC(CN)OC, [K+], [K+], CN(C)C=O. Yields the product CCCCCCNCC(OC)OC. As a reaction SMILES: [C:15](=[O:16])([O-:17])[O-:18].[CH2:1]([CH2:2][CH2:3][CH2:4][CH2:5][CH3:6])[I:7].[CH3:26][CH2:27][O:28][C:29](=[O:30])[CH3:31].[CH3:8][O:9][CH:10]([CH2:11][NH2:12])[O:13][CH3:14].[K+:19].[K+:20].[O:21]=[CH:22][N:23]([CH3:24])[CH3:25]>>[CH2:1]([CH2:2][CH2:3][CH2:4][CH2:5][CH3:6])[NH:12][CH2:11][CH:10]([O:9][CH3:8])[O:13][CH3:14]. The reactants are C1(=CC=CC=C1)C (toluene), ClC1=CC=C(C=C1)CC(=O)Cl (4-chlorophenylacetyl chloride), CN\C(=C/C(=O)OCC)\C(F)(F)F (ethyl 3-methylamino-4,4,4-trifluorocrotonate), C(C)(C)NC(C)C (diisopropylamine). Solvent: C1CCOC1 (THF), C1CCOC1 (THF). Conditions: temperature -62.5 celsius, time 8 hour. Yields the product ClC1=CC=C(C=C1)C1C(N(C(=CC1=O)C(F)(F)F)C)=O (3-(4-chlorophenyl)-2,4-dioxo-1-methyl-6-trifluoromethyl-1,2,3,4-tetrahydropyridine). Isolated yield 33.9%. Reaction SMILES: C1(C)C=CC=CC=1.[Cl:8][C:9]1[CH:14]=[CH:13][C:12]([CH2:15][C:16](Cl)=[O:17])=[CH:11][CH:10]=1.[CH3:19][NH:20]/[C:21](/[C:28]([F:31])([F:30])[F:29])=[CH:22]\[C:23](OCC)=[O:24].C(NC(C)C)(C)C>C1COCC1>[Cl:8][C:9]1[CH:14]=[CH:13][C:12]([CH:15]2[C:23](=[O:24])[CH:22]=[C:21]([C:28]([F:31])([F:30])[F:29])[N:20]([CH3:19])[C:16]2=[O:17])=[CH:11][CH:10]=1. Procedure: To 200 ml of toluene, 6.7 g (35 mmol) of 4-chlorophenylacetyl chloride and 14.0 g (71 mmol) of ethyl 3-methylamino-4,4,4-trifluorocrotonate were added, followed by stirring for 8 hours under heating and refluxing. After completion of the reaction, the reaction solution was washed with water and a saturated sodium chloride aqueous solution and dried over anhydrous magnesium sulfate. Toluene was distilled off under reduced pressure, and the obtained residue was purified by silica gel column chroma... Starting materials: O[C@]1([C@]2(C)[C@@H](CC1)[C@@H]1CCC3=CC(CC[C@]3(C)[C@H]1CC2)=O)C#N (17α-hydroxy-17-cyano-4-androsten-3-one), Cl(=O)(=O)(=O)O (perchloric acid). Solvent: C(C)(=O)OC(C)=O (acetic anhydride), C(C)(=O)O (acetic acid). Conditions: temperature 20 celsius, time 1 hour. Product: O[C@]1([C@]2(C)[C@@H](CC1)[C@@H]1CCC3=CC(CC[C@]3(C)[C@H]1CC2)=O)C(=O)N (17α-hydroxy-3-oxo-4-androstene-17-carboxylic acid amide). Reaction SMILES: [OH:1][C@:2]1([C:22]#[N:23])[CH2:7][CH2:6][C@H:5]2[C@H:8]3[C@H:18]([CH2:19][CH2:20][C@:3]12[CH3:4])[C@:16]1([CH3:17])[C:11](=[CH:12][C:13](=[O:21])[CH2:14][CH2:15]1)[CH2:10][CH2:9]3.Cl(O)(=O)(=O)=[O:25]>C(O)(=O)C.C(OC(=O)C)(=O)C>[OH:1][C@:2]1([C:22]([NH2:23])=[O:25])[CH2:7][CH2:6][C@H:5]2[C@H:8]3[C@H:18]([CH2:19][CH2:20][C@:3]12[CH3:4])[C@:16]1([CH3:17])[C:11](=[CH:12][C:13](=[O:21])[CH2:14][CH2:15]1)[CH2:10][CH2:9]3. Reported procedure: A solution of 6.26 g of 17α-hydroxy-17-cyano-4-androsten-3-one in 50 ml of glacial acetic acid and 50 ml of acetic anhydride is combined with 0.5 ml of 70% perchloric acid, and the mixture is allowed to stand for 1 hour at 20° C. The product is precipitated into ice water, filtered off, and then dissolved in 570 ml of methanol. This solution is combined with 61 ml of a 1 N potassium hydroxide solution, and the mixture is stirred overnight at 20° C. The methanolic solution is diluted with 500 g o... The reactants are [C-]#[C-], C1CO1, NCCN, CCCCC1(C)CO1, [Li]CCCC, [H-], [Li+], [Li+], [Na+]. The product is C#CCC(C)(O)CCCC. RXN SMILES: [C-:23]#[C-:24].[CH2:16]1[O:17][CH2:18]1.[CH2:19]([NH2:20])[CH2:21][NH2:22].[CH2:1]([CH2:2][CH2:3][CH3:4])[C:5]1([CH3:8])[O:6][CH2:7]1.[CH2:9]([CH2:10][CH2:12][CH3:13])[Li:11].[H-:14].[Li+:25].[Li+:26].[Na+:15]>>[CH2:1]([CH2:2][CH2:3][CH3:4])[C:5]([OH:6])([CH2:7][C:9]#[CH:10])[CH3:8]. Starting materials: CO, [Na+], COC(=O)Cc1ccc2c(n1)OCCO2, [OH-]. Product: O=C(O)Cc1ccc2c(n1)OCCO2. As a reaction SMILES: [CH3:18][OH:19].[Na+:17].[O:1]1[CH2:2][CH2:3][O:4][c:5]2[n:6][c:7]([CH2:11][C:12](=[O:13])[O:14][CH3:15])[cH:8][cH:9][c:10]21.[OH-:16]>>[O:1]1[CH2:2][CH2:3][O:4][c:5]2[n:6][c:7]([CH2:11][C:12](=[O:13])[OH:14])[cH:8][cH:9][c:10]21. Reactants: C(C)(C)(C)OC(=O)N1CCN(CC1)C1=C2C=CNC2=CC=C1 (4-(1H-indol-4-yl)-piperazine-1-carboxylic acid tert-butyl ester), C1(=CC=CC=C1)S(=O)(=O)Cl (benzenesulfonyl chloride). Reagents/catalysts: S(=O)(=O)(O)[O-].C(CCC)[N+](CCCC)(CCCC)CCCC (tetrabutylammonium hydrogen sulfate). The solvent is [OH-].[Na+] (sodium hydroxide), C1(=CC=CC=C1)C (toluene), O (water). Reaction conditions: time 2 hour. The product is C(C)(C)(C)OC(=O)N1CCN(CC1)C1=C2C=CN(C2=CC=C1)S(=O)(=O)C1=CC=CC=C1 (4-(1-Benzenesulfonyl-1H-indol-4-yl)-piperazine-1-carboxylic acid tert-butyl ester). RXN SMILES: [C:1]([O:5][C:6]([N:8]1[CH2:13][CH2:12][N:11]([C:14]2[CH:22]=[CH:21][CH:20]=[C:19]3[C:15]=2[CH:16]=[CH:17][NH:18]3)[CH2:10][CH2:9]1)=[O:7])([CH3:4])([CH3:3])[CH3:2].[C:23]1([S:29](Cl)(=[O:31])=[O:30])[CH:28]=[CH:27][CH:26]=[CH:25][CH:24]=1>S([O-])(O)(=O)=O.C([N+](CCCC)(CCCC)CCCC)CCC.[OH-].[Na+].C1(C)C=CC=CC=1.O>[C:1]([O:5][C:6]([N:8]1[CH2:13][CH2:12][N:11]([C:14]2[CH:22]=[CH:21][CH:20]=[C:19]3[C:15]=2[CH:16]=[CH:17][N:18]3[S:29]([C:23]2[CH:28]=[CH:27][CH:26]=[CH:25][CH:24]=2)(=[O:31])=[O:30])[CH2:10][CH2:9]1)=[O:7])([CH3:4])([CH3:2])[CH3:3] |f:2.3,4.5|. Reported procedure: A mixture of 165 mg (0.55 mmole) 4-(1H-indol-4-yl)-piperazine-1-carboxylic acid tert-butyl ester, 25 mg tetrabutylammonium hydrogen sulfate and 0.08 mL (0.6 mmole) benzenesulfonyl chloride in 2 mL 4 M sodium hydroxide and 5 mL toluene was stirred at room temperature for 2 hours. The mixture was diluted with 5 mL water and extracted with 25 mL ethyl acetate. The organic phase was washed with 5 mL water, 5 mL saturated sodium chloride, dried (magnesium sulfate) and concentrated. 4-(1-Benzenesulfon... Reactants: ClCCl, COCCl, COc1cccc(O)c1, CCN(C(C)C)C(C)C. Product: COCOc1cccc(OC)c1. RXN SMILES: [CH2:23]([Cl:24])[Cl:25].[CH3:19][O:20][CH2:21][Cl:22].[CH3:1][O:2][c:3]1[cH:4][cH:5][cH:6][c:7]([OH:8])[cH:9]1.[CH:10]([N:11]([CH:12]([CH3:13])[CH3:14])[CH2:15][CH3:16])([CH3:17])[CH3:18]>>[CH3:1][O:2][c:3]1[cH:4][cH:5][cH:6][c:7]([O:8][CH2:21][O:20][CH3:19])[cH:9]1.